describe an organic reaction: reactants, conditions, products, and yield From a dataset of the Open Reaction Database (ORD), a public repository of structured organic reaction records. Starting materials: C(C)[Mg]Br (ethyl magnesium bromide), C(=O)[C@@H]1N(C(OC1)(C)C)C(=O)OC(C)(C)C (tert-butyl (4R)-4-formyl-2,2-dimethyl-1,3-oxazolidine-3-carboxylate), [Cl-].[NH4+] (ammonium chloride). Run in C1CCOC1 (THF). Reaction conditions: time 3 hour. Yields the product OC(CC)[C@@H]1N(C(OC1)(C)C)C(=O)OC(C)(C)C (tert-butyl (4R)-4-(1-hydroxypropyl)-2,2-dimethyl-1,3-oxazolidine-3-carboxylate). As a reaction SMILES: [CH:1]([C@H:3]1[CH2:7][O:6][C:5]([CH3:9])([CH3:8])[N:4]1[C:10]([O:12][C:13]([CH3:16])([CH3:15])[CH3:14])=[O:11])=[O:2].[CH2:17]([Mg]Br)[CH3:18].[Cl-].[NH4+]>C1COCC1>[OH:2][CH:1]([C@H:3]1[CH2:7][O:6][C:5]([CH3:9])([CH3:8])[N:4]1[C:10]([O:12][C:13]([CH3:16])([CH3:15])[CH3:14])=[O:11])[CH2:17][CH3:18] |f:2.3|. Procedure: A solution of tert-butyl (4R)-4-formyl-2,2-dimethyl-1,3-oxazolidine-3-carboxylate (14.0 g) in THF (250 mL) was cooled in a dry ice/acetone bath under nitrogen atmosphere, and ethyl magnesium bromide (24 mL, 3M solution in diethyl ether) was added dropwise thereto. The resulting mixture was stirred for 3 hr while elevating the temperature gradually to 0° C., and saturated aqueous ammonium chloride solution was added thereto. The mixture was separated into phases, the aqueous layer was then extrac... Reactants: CS(C)=O, CCOC(C)=O, CCN(C(C)C)C(C)C, Cc1ccc(-n2nc(C(C)(C)C)cc2NC(=O)OCC(Cl)(Cl)Cl)cc1, Nc1ccc(-c2ccc(CN3CCOCC3)nc2)c2ccccc12. Product: Cc1ccc(-n2nc(C(C)(C)C)cc2NC(=O)Nc2ccc(-c3ccc(CN4CCOCC4)nc3)c3ccccc23)cc1. Reaction SMILES: [CH3:59][S:60]([CH3:61])=[O:62].[CH3:63][CH2:64][O:65][C:66](=[O:67])[CH3:68].[CH:50]([N:51]([CH:52]([CH3:53])[CH3:54])[CH2:55][CH3:56])([CH3:57])[CH3:58].[Cl:1][C:2]([Cl:3])([Cl:4])[CH2:24][O:25][C:5](=[O:6])[NH:7][c:8]1[cH:9][c:10]([C:20]([CH3:21])([CH3:22])[CH3:23])[n:11][n:12]1-[c:13]1[cH:14][cH:15][c:16]([CH3:19])[cH:17][cH:18]1.[NH2:26][c:27]1[cH:28][cH:29][c:30](-[c:37]2[cH:38][n:39][c:40]([CH2:43][N:44]3[CH2:45][CH2:46][O:47][CH2:48][CH2:49]3)[cH:41][cH:42]2)[c:31]2[cH:32][cH:33][cH:34][cH:35][c:36]12>>[C:5](=[O:6])([NH:7][c:8]1[cH:9][c:10]([C:20]([CH3:21])([CH3:22])[CH3:23])[n:11][n:12]1-[c:13]1[cH:14][cH:15][c:16]([CH3:19])[cH:17][cH:18]1)[NH:26][c:27]1[cH:28][cH:29][c:30](-[c:37]2[cH:38][n:39][c:40]([CH2:43][N:44]3[CH2:45][CH2:46][O:47][CH2:48][CH2:49]3)[cH:41][cH:42]2)[c:31]2[cH:32][cH:33][cH:34][cH:35][c:36]12. Reactants: [O-]CC.[Na+] (sodium ethoxide), C(C)OC(NC1=C(C=C(C(=C1)F)OC)C#C[Si](C)(C)C)=O ((5-fluoro-4-methoxy-2-trimethylsilanylethynyl-phenyl)-carbamic acid ethyl ester). Run in C(C)O (ethanol), CCO (EtOH), CCO (EtOH). Reaction conditions: time 2 hour. Yields the product COC=1C=C2C=CNC2=CC1F (5-Methoxy-6-fluoro-1H-indole). Reaction SMILES: [O-]CC.[Na+].C(OC(=O)[NH:9][C:10]1[CH:15]=[C:14]([F:16])[C:13]([O:17][CH3:18])=[CH:12][C:11]=1[C:19]#[C:20][Si](C)(C)C)C>C(O)C>[CH3:18][O:17][C:13]1[CH:12]=[C:11]2[C:10](=[CH:15][C:14]=1[F:16])[NH:9][CH:20]=[CH:19]2 |f:0.1|. Procedure details: A solution of sodium ethoxide (formed by dissolving NaH 11.45 g, 60% in oil, 286.2 mmol, 4 eq.) in ethanol was poured into an EtOH solution of (5-fluoro-4-methoxy-2-trimethylsilanylethynyl-phenyl)-carbamic acid ethyl ester (22.14 g, 71.55 mmol) in EtOH (250 mL). The reaction was allowed to stir at room temperature for 2 hours and heated to 75° C. overnight. The EtOH was removed in vacuo and the residue diluted with water. The aqueous suspension was extracted 2×300 mL with Et2O. The organics were...